From a dataset of the Open Reaction Database (ORD), a public repository of structured organic reaction records. describe an organic reaction: reactants, conditions, products, and yield Starting materials: ClCC1=CC(=C(OCC=2N=C(OC2C)C=2OC=CC2)C=C1)OC (4-[(4-chloromethyl-2-methoxyphenoxy)methyl]-2-(2-furyl)-5-methyl-1,3-oxazole), C1(=CC=CC=C1)N1N=C(C(=C1)CCC=1N=CSC1)O (1-phenyl-4-[2-(1,3-thiazol-4-yl)ethyl]-1H-pyrazol-3-ol), CN(C=O)C (N,N-dimethylformamide), [H-].[Na+] (sodium hydride). The solvent is O (Water). Run at time 4 hour. Yields the product O1C(=CC=C1)C=1OC(=C(N1)COC1=C(C=C(C=C1)COC1=NN(C=C1CCC=1N=CSC1)C1=CC=CC=C1)OC)C (2-(2-furyl)-4-({2-methoxy-4-[({1-phenyl-4-[2-(1,3-thiazol-4-yl)ethyl]-1H-pyrazol-3-yl}oxy)methyl]phenoxy}methyl)-5-methyl-1,3-oxazole). Isolated yield 66.6%. RXN SMILES: Cl[CH2:2][C:3]1[CH:21]=[CH:20][C:6]([O:7][CH2:8][C:9]2[N:10]=[C:11]([C:15]3[O:16][CH:17]=[CH:18][CH:19]=3)[O:12][C:13]=2[CH3:14])=[C:5]([O:22][CH3:23])[CH:4]=1.[C:24]1([N:30]2[CH:34]=[C:33]([CH2:35][CH2:36][C:37]3[N:38]=[CH:39][S:40][CH:41]=3)[C:32]([OH:42])=[N:31]2)[CH:29]=[CH:28][CH:27]=[CH:26][CH:25]=1.CN(C)C=O.[H-].[Na+]>O>[O:16]1[CH:17]=[CH:18][CH:19]=[C:15]1[C:11]1[O:12][C:13]([CH3:14])=[C:9]([CH2:8][O:7][C:6]2[CH:20]=[CH:21][C:3]([CH2:2][O:42][C:32]3[C:33]([CH2:35][CH2:36][C:37]4[N:38]=[CH:39][S:40][CH:41]=4)=[CH:34][N:30]([C:24]4[CH:29]=[CH:28][CH:27]=[CH:26][CH:25]=4)[N:31]=3)=[CH:4][C:5]=2[O:22][CH3:23])[N:10]=1 |f:3.4|. Reported procedure: To a mixture of 4-[(4-chloromethyl-2-methoxyphenoxy)methyl]-2-(2-furyl)-5-methyl-1,3-oxazole (0.57 g), 1-phenyl-4-[2-(1,3-thiazol-4-yl)ethyl]-1H-pyrazol-3-ol (0.38 g) and N,N-dimethylformamide (20 mL) was added sodium hydride (60% in oil, 0.060 g) at room temperature, and the mixture was stirred at room temperature for 4 hrs. Water was poured into the reaction mixture, and the mixture was extracted with ethyl acetate. The ethyl acetate layer was washed with saturated brine, dried over anhydrous ... Starting materials: [Na] (sodium), ClC1=CC(=C(C=C1)O)C(C(C)(C)Br)=O (4-chloro-2-(2-bromoisobutyryl)phenol). Procedure details: With stirring under ice-cooling, 3 g of metallic sodium were added in 100 ml of absolute ethanol to dissolve the metal. Then, 12.5 g (0.045 mol) of 4-chloro-2-(2-bromoisobutyryl)phenol dissolved in 60 ml of benzene was added to the said solution dropwise for about 15 minutes under heating to reflux (internal temperature: 80° C.). After the completion of the dropping, the stirring was continued for additional 30-60 minutes with heating and the solution was vacuum-concentrated to one third in volu... Isolated yield 82.5%. Conditions: temperature 80 celsius, time 45 minute. Run in C(C)O (ethanol), C1=CC=CC=C1 (benzene). Yields the product ClC=1C=CC2=C(C(C(O2)(C)C)=O)C1 (5-chloro-2,2-dimethyl-3-benzofuranone). Reaction SMILES: [Na].[Cl:2][C:3]1[CH:8]=[CH:7][C:6]([OH:9])=[C:5]([C:10](=[O:15])[C:11](Br)([CH3:13])[CH3:12])[CH:4]=1>C(O)C.C1C=CC=CC=1>[Cl:2][C:3]1[CH:8]=[CH:7][C:6]2[O:9][C:11]([CH3:13])([CH3:12])[C:10](=[O:15])[C:5]=2[CH:4]=1 |^1:0|.